Dataset: the Open Reaction Database (ORD), a public repository of structured organic reaction records. Task: describe an organic reaction: reactants, conditions, products, and yield Starting materials: BrC1=C(C=CC=C1)CCO (2-(2-bromo-phenyl)-ethanol), O1CCCC=C1 (3,4-dihydro-2H-pyran), C(=O)([O-])[O-].[K+].[K+] (K2CO3), C12(C(=O)CC(CC1)C2(C)C)CS(=O)(=O)O (camphorsulfonic acid). Run in C(Cl)Cl (DCM). Conditions: time 2 hour. The product is BrC1=C(C=CC=C1)CCOC1OCCCC1 (2-[2-(2-bromo-phenyl)-ethoxy]-tetrahydro-pyran). Isolated yield 97.1%. As a reaction SMILES: [Br:1][C:2]1[CH:7]=[CH:6][CH:5]=[CH:4][C:3]=1[CH2:8][CH2:9][OH:10].[O:11]1[CH:16]=[CH:15][CH2:14][CH2:13][CH2:12]1.C12(CS(O)(=O)=O)C(C)(C)C(CC1)CC2=O.C([O-])([O-])=O.[K+].[K+]>C(Cl)Cl>[Br:1][C:2]1[CH:7]=[CH:6][CH:5]=[CH:4][C:3]=1[CH2:8][CH2:9][O:10][CH:12]1[CH2:13][CH2:14][CH2:15][CH2:16][O:11]1 |f:3.4.5|. Procedure: To a solution of 2-(2-bromo-phenyl)-ethanol (5.0 g, 24.9 mmol, 1.0 eq) in DCM (100 mL) was added 3,4-dihydro-2H-pyran (3.4 mL, 37.3 mmol, 1.5 eq.), followed by camphorsulfonic acid (2100 mg). The mixture was stirred at room temperature for 2 h. After adding K2CO3 (300 mg), the mixture was filtered to remove the precipitate, the filtrate was washed with H2O (100 mL), brine (100 mL). The organic phase was dried over MgSO4, filtered and the filtrate was concentrated under reduced pressure. The oily... Reactants: BrC=1N=C2N(C=CC=C2)C1 (bromo-imidazo[1,2-a]pyridine), Cl (HCl). Reagents/catalysts: [C-]#N.[Zn+2].[C-]#N (Zinc cyanide), C=1C=CC(=CC1)[P](C=2C=CC=CC2)(C=3C=CC=CC3)[Pd]([P](C=4C=CC=CC4)(C=5C=CC=CC5)C=6C=CC=CC6)([P](C=7C=CC=CC7)(C=8C=CC=CC8)C=9C=CC=CC9)[P](C=1C=CC=CC1)(C=1C=CC=CC1)C=1C=CC=CC1 (Pd(PPh3)4). Solvent: CN(C)C=O (DMF). Run at temperature 130 celsius. The product is N=1C=CN2C1C=CC=C2 (imidazo[1,2-a]pyridine). Reaction SMILES: Br[C:2]1[N:3]=[C:4]2[CH:9]=[CH:8][CH:7]=[CH:6][N:5]2[CH:10]=1.Cl>CN(C=O)C.[C-]#N.[Zn+2].[C-]#N.C1C=CC([P]([Pd]([P](C2C=CC=CC=2)(C2C=CC=CC=2)C2C=CC=CC=2)([P](C2C=CC=CC=2)(C2C=CC=CC=2)C2C=CC=CC=2)[P](C2C=CC=CC=2)(C2C=CC=CC=2)C2C=CC=CC=2)(C2C=CC=CC=2)C2C=CC=CC=2)=CC=1>[N:3]1[CH:2]=[CH:10][N:5]2[CH:6]=[CH:7][CH:8]=[CH:9][C:4]=12 |f:3.4.5,^1:25,27,46,65|. Reported procedure: To a solution of bromo-imidazo[1,2-a]pyridine derivatives (1.0 equiv.) in DMF, Zinc cyanide (1.1 equiv.) and Pd(PPh3)4 (5%) were added under inert atmosphere. The resulting mixture was heated through microwave irradiation for 10 min at 130° C. (Power max tolerated was 70 W). The yellow cloudy reaction mixture was hydrolyzed with HCl 1N solution then extracted with Et2O. Aqueous layer was cooled by an ice bath, and NaOH solid was added until a pH was greater than 10. The resulting aqueous basic l... Reactants: COc1cnc2ccc(=O)n(CC=O)c2c1, CO, ClC(Cl)Cl, [Na+], [Na+], O=S(=O)([O-])[O-], O=C(NCC1CNCC1O)OCc1ccccc1. Yields the product COc1cnc2ccc(=O)n(CCN3CC(O)C(CNC(=O)OCc4ccccc4)C3)c2c1. Reaction SMILES: [CH3:1][O:2][c:3]1[cH:4][n:5][c:6]2[cH:7][cH:8][c:9](=[O:16])[n:10]([CH2:13][CH:14]=[O:15])[c:11]2[cH:12]1.[CH3:42][OH:43].[Cl:44][CH:45]([Cl:46])[Cl:47].[Na+:35].[Na+:36].[O-:37][S:38]([O-:39])(=[O:40])=[O:41].[OH:17][CH:18]1[CH:19]([CH2:23][NH:24][C:25]([O:26][CH2:27][c:28]2[cH:29][cH:30][cH:31][cH:32][cH:33]2)=[O:34])[CH2:20][NH:21][CH2:22]1>>[CH3:1][O:2][c:3]1[cH:4][n:5][c:6]2[cH:7][cH:8][c:9](=[O:16])[n:10]([CH2:13][CH2:14][N:21]3[CH2:20][CH:19]([CH2:23][NH:24][C:25]([O:26][CH2:27][c:28]4[cH:29][cH:30][cH:31][cH:32][cH:33]4)=[O:34])[CH:18]([OH:17])[CH2:22]3)[c:11]2[cH:12]1. Reactants: BrC=1C=C2C(=CNC2=C(C1)C(=O)N)C1CS(CCC1)(=O)=O (5-Bromo-3-(1,1-dioxidotetrahydro-2H-thiopyran-3-yl)-1H-indole-7-carboxamide), O1C=C(C=C1)B(O)O (3-furanylboronic acid), PL-Thiol, C([O-])([O-])=O.[K+].[K+] (Potassium carbonate). Reagents/catalysts: C1=CC=C(C=C1)P([C-]2C=CC=C2)C3=CC=CC=C3.C1=CC=C(C=C1)P([C-]2C=CC=C2)C3=CC=CC=C3.Cl[Pd]Cl.[Fe+2] (PdCl2(dppf)2). Solvent: O1CCOCC1 (1,4 dioxane), O (water). Conditions: temperature 100 celsius. Yields the product O=S1(CC(CCC1)C1=CNC2=C(C=C(C=C12)C1=COC=C1)C(=O)N)=O (3-(1,1-Dioxidotetrahydro-2H-thiopyran-3-yl)-5-(3-furanyl)-1H-indole-7-carboxamide). Isolated yield 45.5%. As a reaction SMILES: Br[C:2]1[CH:3]=[C:4]2[C:8](=[C:9]([C:11]([NH2:13])=[O:12])[CH:10]=1)[NH:7][CH:6]=[C:5]2[CH:14]1[CH2:19][CH2:18][CH2:17][S:16](=[O:21])(=[O:20])[CH2:15]1.[O:22]1[CH:26]=[CH:25][C:24](B(O)O)=[CH:23]1.C(=O)([O-])[O-].[K+].[K+]>O1CCOCC1.O.C1C=CC(P(C2C=CC=CC=2)[C-]2C=CC=C2)=CC=1.C1C=CC(P(C2C=CC=CC=2)[C-]2C=CC=C2)=CC=1.Cl[Pd]Cl.[Fe+2]>[O:20]=[S:16]1(=[O:21])[CH2:17][CH2:18][CH2:19][CH:14]([C:5]2[C:4]3[C:8](=[C:9]([C:11]([NH2:13])=[O:12])[CH:10]=[C:2]([C:24]4[CH:25]=[CH:26][O:22][CH:23]=4)[CH:3]=3)[NH:7][CH:6]=2)[CH2:15]1 |f:2.3.4,7.8.9.10|. Procedure details: 5-Bromo-3-(1,1-dioxidotetrahydro-2H-thiopyran-3-yl)-1H-indole-7-carboxamide (0.050 g, 0.135 mmol) and 3-furanylboronic acid (0.020 g, 0.175 mmol, 1.3 eq) was dissolved in a 6:1 solution of 1,4 dioxane (3 mL)/water (0.5 mL) in a 20 mL microwave reaction vessel. Potassium carbonate (0.093 g, 0.673 mmol, 5 eq) was added and the solution was degassed with Nitrogen. PdCl2(dppf)2 (0.017 g, 0.023 mmol) was added and the reaction was heated in a microwave at 100° C. for 20 min. The solution was passed t... The reactants are Cl.CNCC[C@@H]1CC[C@H](CC1)/C=C/CO (trans-3-[4-(2-methylamino-ethyl)-cyclohexyl]-(E)-prop-2-en-1-ol HCl-salt), ClC(=O)OC1=CC=C(C=C1)Cl (4-chlorophenyl chloroformate), C(C)(C)N(CC)C(C)C (diisopropyl ethyl amine). Solvent: CCOCC (ether), ClCCl (dichloromethane). Conditions: time 1 hour. Product: ClC1=CC=C(C=C1)OC(N(C)CC[C@@H]1CC[C@H](CC1)\C=C\CO)=O (trans-{2-[4-(3-hydroxy-(E)-propenyl)-cyclohexyl]-ethyl}-methyl-carbamic acid 4-chloro-phenyl ester). The yield is 64.6%. RXN SMILES: Cl.[CH3:2][NH:3][CH2:4][CH2:5][C@H:6]1[CH2:11][CH2:10][C@H:9](/[CH:12]=[CH:13]/[CH2:14][OH:15])[CH2:8][CH2:7]1.Cl[C:17]([O:19][C:20]1[CH:25]=[CH:24][C:23]([Cl:26])=[CH:22][CH:21]=1)=[O:18].C(N(C(C)C)CC)(C)C>ClCCl.CCOCC>[Cl:26][C:23]1[CH:24]=[CH:25][C:20]([O:19][C:17](=[O:18])[N:3]([CH2:4][CH2:5][C@H:6]2[CH2:11][CH2:10][C@H:9](/[CH:12]=[CH:13]/[CH2:14][OH:15])[CH2:8][CH2:7]2)[CH3:2])=[CH:21][CH:22]=1 |f:0.1|. Reported procedure: To a solution of 150 mg (0.642 mmol) trans-3-[4-(2-methylamino-ethyl)-cyclohexyl]-(E)-prop-2-en-1-ol HCl-salt and 125 mg (0.654 mmol) 4-chlorophenyl chloroformate in 1.5 ml of dichloromethane was added at room temperature 0.55 ml (3.21 mmol) diisopropyl ethyl amine. The reaction mixture was stirred for 1 hour at room temperature, taken up in ether and washed with 1N hydrogen chloride solution and water. The organic layer was dried over magnesium sulfate and concentrated under reduced pressure an... Reactants: C(C)(C)(C)OC(=O)N(C(C1=C(C=CC(=C1)N1C(CCC1)=O)C(=O)N1CCN(CC1)C1=NC=C(C=C1C)CC)=O)C(=O)OC(C)(C)C (N,N-di-tert-butyloxycarbonyl-2-[4-(5-ethyl-3-methylpyridin-2-yl)piperazine-1-carbonyl]-5-(2-oxopyrrolidin-1-yl)benzamide), N1CCOCC1 (morpholine). Yields the product C(C)C=1C=C(C(=NC1)N1CCN(CC1)C(=O)C1=C(C=C(C=C1)N1C(CCC1)=O)C(=O)N1CCOCC1)C (1-[4-[4-(5-ethyl-3-methylpyridin-2-yl)piperazine-1-carbonyl]-3-(morpholine-4-carbonyl)phenyl]pyrrolidin-2-one). Reaction SMILES: C(OC([N:8]([C:40](OC(C)(C)C)=O)[C:9](=[O:39])[C:10]1[CH:15]=[C:14]([N:16]2[CH2:20][CH2:19][CH2:18][C:17]2=[O:21])[CH:13]=[CH:12][C:11]=1[C:22]([N:24]1[CH2:29][CH2:28][N:27]([C:30]2[C:35]([CH3:36])=[CH:34][C:33]([CH2:37][CH3:38])=[CH:32][N:31]=2)[CH2:26][CH2:25]1)=[O:23])=O)(C)(C)C.N1C[CH2:51][O:50][CH2:49][CH2:48]1>>[CH2:37]([C:33]1[CH:34]=[C:35]([CH3:36])[C:30]([N:27]2[CH2:28][CH2:29][N:24]([C:22]([C:11]3[CH:12]=[CH:13][C:14]([N:16]4[CH2:20][CH2:19][CH2:18][C:17]4=[O:21])=[CH:15][C:10]=3[C:9]([N:8]3[CH2:40][CH2:51][O:50][CH2:49][CH2:48]3)=[O:39])=[O:23])[CH2:25][CH2:26]2)=[N:31][CH:32]=1)[CH3:38]. Procedure details: Using N,N-di-tert-butyloxycarbonyl-2-[4-(5-ethyl-3-methylpyridin-2-yl)piperazine-1-carbonyl]-5-(2-oxopyrrolidin-1-yl)benzamide (70 mg) described in Example 809 and morpholine (41 μL) and by the reaction and treatment in the same manner as in Example 770, the title compound (19 mg) was obtained. Reactants: CCO, COc1ccc(C(C#N)(CCCCCN2C(=O)c3ccccc3C2=O)Sc2ccc(C)cc2)cc1OC, NN, O. Product: COc1ccc(C(C#N)(CCCCCN)Sc2ccc(C)cc2)cc1OC. Reaction SMILES: [CH2:41]([OH:42])[CH3:43].[CH3:1][O:2][c:3]1[cH:4][c:5]([C:11]([C:12]#[N:13])([CH2:14][CH2:15][CH2:16][CH2:17][CH2:18][N:19]2[C:20](=[O:21])[c:22]3[c:23]([cH:24][cH:25][cH:26][cH:27]3)[C:28]2=[O:29])[S:30][c:31]2[cH:32][cH:33][c:34]([CH3:37])[cH:35][cH:36]2)[cH:6][cH:7][c:8]1[O:9][CH3:10].[NH2:39][NH2:40].[OH2:38]>>[CH3:1][O:2][c:3]1[cH:4][c:5]([C:11]([C:12]#[N:13])([CH2:14][CH2:15][CH2:16][CH2:17][CH2:18][NH2:19])[S:30][c:31]2[cH:32][cH:33][c:34]([CH3:37])[cH:35][cH:36]2)[cH:6][cH:7][c:8]1[O:9][CH3:10]. Product: CC(=O)Nc1nc2ccc(-c3cnc(C)c(N)c3)cc2s1. The reactants are Cc1ncc(Br)cc1N, O=C([O-])[O-], CC(=O)Nc1nc2ccc(B3OC(C)(C)C(C)(C)O3)cc2s1, COCCOC, [K+], [K+], O. RXN SMILES: [Br:1][c:2]1[cH:3][c:4]([NH2:9])[c:5]([CH3:8])[n:6][cH:7]1.[C:32](=[O:33])([O-:34])[O-:35].[CH3:10][C:11]1([CH3:12])[C:13]([CH3:14])([CH3:15])[O:16][B:17]([c:18]2[cH:19][c:20]3[c:21]([n:22][c:23]([NH:25][C:26]([CH3:27])=[O:28])[s:24]3)[cH:29][cH:30]2)[O:31]1.[CH3:38][O:39][CH2:40][CH2:41][O:42][CH3:43].[K+:36].[K+:37].[OH2:44]>>[c:2]1(-[c:18]2[cH:19][c:20]3[c:21]([n:22][c:23]([NH:25][C:26]([CH3:27])=[O:28])[s:24]3)[cH:29][cH:30]2)[cH:3][c:4]([NH2:9])[c:5]([CH3:8])[n:6][cH:7]1. Starting materials: C(=O)(N1C=NC=C1)N1C=NC=C1 (1,1'-carbonyldiimidazole), C1(=CC=CC=C1)C(C(=O)O)CC (2-phenylbutyric acid), NC=1C=CC2=C(N(C=N2)CC2=C(C=C(C(=O)OC)C=C2)OC)C1 (methyl 4-(6-aminobenzimidazol-1-ylmethyl)-3-methoxybenzoate). The solvent is ClCCl (dichloromethane), ClCCl (dichloromethane), ClCCl (dichloromethane). The product is COC=1C=C(C(=O)OC)C=CC1CN1C=NC2=C1C=C(C=C2)NC(C(CC)C2=CC=CC=C2)=O (Methyl 3-methoxy-4-[6-(2-phenylbutanamido)benzimidazol-1-ylmethyl]benzoate). The yield is 24.9%. As a reaction SMILES: C(N1C=CN=C1)(N1C=CN=C1)=O.[C:13]1([CH:19]([CH2:23][CH3:24])[C:20]([OH:22])=O)[CH:18]=[CH:17][CH:16]=[CH:15][CH:14]=1.[NH2:25][C:26]1[CH:27]=[CH:28][C:29]2[N:33]=[CH:32][N:31]([CH2:34][C:35]3[CH:44]=[CH:43][C:38]([C:39]([O:41][CH3:42])=[O:40])=[CH:37][C:36]=3[O:45][CH3:46])[C:30]=2[CH:47]=1>ClCCl>[CH3:46][O:45][C:36]1[CH:37]=[C:38]([CH:43]=[CH:44][C:35]=1[CH2:34][N:31]1[C:30]2[CH:47]=[C:26]([NH:25][C:20](=[O:22])[CH:19]([C:13]3[CH:14]=[CH:15][CH:16]=[CH:17][CH:18]=3)[CH2:23][CH3:24])[CH:27]=[CH:28][C:29]=2[N:33]=[CH:32]1)[C:39]([O:41][CH3:42])=[O:40]. Reported procedure: A solution of 1,1'-carbonyldiimidazole (0.23 g.) and 2-phenylbutyric acid (0.22 g.) in dichloromethane (3 ml.) was heated under reflux for 30 minutes and then treated with a solution of (J) (0.41 g.) in dichloromethane (3 ml.). The mixture was heated under reflux for an additional 10 minutes and then diluted with dichloromethane. This mixture was washed successively with 10% v/v hydrochloric acid, water, and brine, then dried (MgSO4) and evaporated. The resultant residue was purified by flash ch...